Task: describe an organic reaction: reactants, conditions, products, and yield. Dataset: the Open Reaction Database (ORD), a public repository of structured organic reaction records Reactants: [OH-].[K+] (potassium hydroxide), CC(=CC(=O)OCC)C(C)C (Ethyl 3,4-dimethyl-2-pentenoate). Run in S(O)(O)(=O)=O (sulfuric acid). Run at temperature 80 celsius, time 17 hour. Product: CC(=CC(=O)O)C(C)C (3,4-dimethyl-2-pentenoic acid). Reaction SMILES: [OH-].[K+].[CH3:3][C:4]([CH:11]([CH3:13])[CH3:12])=[CH:5][C:6]([O:8]CC)=[O:7]>S(=O)(=O)(O)O>[CH3:3][C:4]([CH:11]([CH3:13])[CH3:12])=[CH:5][C:6]([OH:8])=[O:7] |f:0.1|. Procedure: A mixture of aqueous potassium hydroxide solution (0.5 N, 92 mL) and ethyl 3,4-dimethyl-2-pentenoate (XI, 5.5 g) was stirred at 80° C. for 17 hours until the oily supernatent layer disappeared. The reaction mixture was cooled, acidified with aqueous sulfuric acid, (0.5 N, ca. 100 mL), and extracted with ether. The ethereal layer was washed with water, dried over anhydrous magnesium sulfate, filtered, and evaporated under reduced pressure to afford 3,4-dimethyl-2-pentenoic acid as a yellow liquid...